This data is from the Open Reaction Database (ORD), a public repository of structured organic reaction records. The task is: describe an organic reaction: reactants, conditions, products, and yield The reactants are O=C([O-])[O-], O=[N+]([O-])c1ccc(OCc2ccccc2)cc1F, CN(C)C=O, [Cs+], [Cs+], O, Oc1ccc(S)cc1. Yields the product O=[N+]([O-])c1ccc(OCc2ccccc2)cc1Sc1ccc(O)cc1. Reaction SMILES: [C:27](=[O:28])([O-:29])[O-:30].[CH2:1]([c:2]1[cH:3][cH:4][cH:5][cH:6][cH:7]1)[O:8][c:9]1[cH:10][c:11]([F:18])[c:12]([N+:15](=[O:16])[O-:17])[cH:13][cH:14]1.[CH3:34][N:35]([CH3:36])[CH:37]=[O:38].[Cs+:31].[Cs+:32].[OH2:33].[SH:19][c:20]1[cH:21][cH:22][c:23]([OH:26])[cH:24][cH:25]1>>[CH2:1]([c:2]1[cH:3][cH:4][cH:5][cH:6][cH:7]1)[O:8][c:9]1[cH:10][c:11]([S:19][c:20]2[cH:21][cH:22][c:23]([OH:26])[cH:24][cH:25]2)[c:12]([N+:15](=[O:16])[O-:17])[cH:13][cH:14]1. The reactants are CN1N=CC(=C1)C1=CC2=C(N(C=N2)C=2C=C(C=C(C2)C=2OC(=CC2)C)NC(C)=O)C=C1 (N-(3-(5-(1-methyl-1H-pyrazol-4-yl)-1H-benzo[d]imidazol-1-yl)-5-(5-methyl-furan-2-yl)phenyl)acetamide), [OH-].[K+] (KOH). Run in C(C)O (ethanol), O (water), C(C)(=O)OCC (ethyl acetate). Yields the product CN1N=CC(=C1)C1=CC2=C(N(C=N2)C=2C=C(N)C=C(C2)C=2OC(=CC2)C)C=C1 (3-(5-(1-methyl-1H-pyrazol-4-yl)-1H-benzo[d]imidazol-1-yl)-5-(5-methyl-furan-2-yl)aniline). Yield: 92.0%. RXN SMILES: [OH-].[K+].[CH3:3][N:4]1[CH:8]=[C:7]([C:9]2[CH:33]=[CH:32][C:12]3[N:13]([C:16]4[CH:17]=[C:18]([NH:28]C(=O)C)[CH:19]=[C:20]([C:22]5[O:23][C:24]([CH3:27])=[CH:25][CH:26]=5)[CH:21]=4)[CH:14]=[N:15][C:11]=3[CH:10]=2)[CH:6]=[N:5]1>C(O)C.O.C(OCC)(=O)C>[CH3:3][N:4]1[CH:8]=[C:7]([C:9]2[CH:33]=[CH:32][C:12]3[N:13]([C:16]4[CH:17]=[C:18]([CH:19]=[C:20]([C:22]5[O:23][C:24]([CH3:27])=[CH:25][CH:26]=5)[CH:21]=4)[NH2:28])[CH:14]=[N:15][C:11]=3[CH:10]=2)[CH:6]=[N:5]1 |f:0.1|. Reported procedure: A mixture of KOH (0.614 g, 10.94 mmol) and the compound of Example 73 (3.0 g, 7.29 mmol) in ethanol (5 ml) and water (2 ml) was heated at 60° C. for 2 h. The mixture was diluted with ethyl acetate (100 ml) and was washed with water (50 ml) and brine (25 ml). The organic phase was dried over sodium sulfate and concentrated under vacuum and the residue was purified by column chromatography to afford the product in 92% yield (2.5 g). Starting materials: C=CCOC(=O)Cl, ClCCl, [Na+], [OH-], O, O=C(O)C1CC(O)CN1. Yields the product C=CCOC(=O)N1CC(O)CC1C(=O)O. RXN SMILES: [C:12]([O:13][CH2:14][CH:15]=[CH2:16])(=[O:17])[Cl:18].[CH2:20]([Cl:21])[Cl:22].[Na+:11].[OH-:10].[OH2:19].[OH:1][CH:2]1[CH2:3][NH:4][CH:5]([C:7]([OH:8])=[O:9])[CH2:6]1>>[OH:1][CH:2]1[CH2:3][N:4]([C:12]([O:13][CH2:14][CH:15]=[CH2:16])=[O:17])[CH:5]([C:7]([OH:8])=[O:9])[CH2:6]1. Reactants: NC1=NC(=CC(=N1)O)NC (2-amino-6-(methylamino)pyrimidin-4-ol), C1(=C(C(=CC(=C1)C)C)CC=O)C (mesitylacetoaldehyde), Br[Si](C)(C)C (bromotrimethylsilane). The reagents and catalysts are C([O-])([O-])=O.[K+].[K+] (potassium carbonate). Run in CS(=O)C (dimethylsulfoxide), C(C)#N (acetonitrile), C(C)#N (acetonitrile), CS(=O)C (dimethylsulfoxide), O (water), O (water). Reaction conditions: time 0.5 hour. Yields the product NC=1NC(C2=C(N1)N(C=C2C2=C(C=C(C=C2C)C)C)C)=O (2-Amino-5-mesityl-7-methyl-3,7-dihydro-4H-pyrrolo[2,3-d]pyrimidin-4-one). Isolated yield 68.0%. As a reaction SMILES: [C:1]1([CH3:12])[CH:6]=[C:5]([CH3:7])[CH:4]=[C:3]([CH3:8])[C:2]=1[CH2:9][CH:10]=O.Br[Si](C)(C)C.[NH2:18][C:19]1[N:24]=[C:23]([OH:25])[CH:22]=[C:21]([NH:26][CH3:27])[N:20]=1>O.C(=O)([O-])[O-].[K+].[K+].CS(C)=O.C(#N)C>[NH2:18][C:19]1[NH:24][C:23](=[O:25])[C:22]2[C:9]([C:2]3[C:3]([CH3:8])=[CH:4][C:5]([CH3:7])=[CH:6][C:1]=3[CH3:12])=[CH:10][N:26]([CH3:27])[C:21]=2[N:20]=1 |f:4.5.6|. Procedure details: A solution of dimethylsulfoxide (468 mg, 6.00 mmol) and acetonitrile (8 ml) was added to a mixture of mesitylacetoaldehyde (904 mg, 5.57 mmol), bromotrimethylsilane (919 mg, 6.00 mmol) and acetonitrile (8 ml) at 0° C. After stirring at room temperature for 0.5 hour, the mixture was diluted with water (70 ml) and extracted with ethyl acetate (100 ml×2). The extracts were combined, washed with brine, dried over sodium sulfate and concentrated in vacuo. A mixture of the residue, 2-amino-6-(methylam...